This data is from the Open Reaction Database (ORD), a public repository of structured organic reaction records. The task is: describe an organic reaction: reactants, conditions, products, and yield Starting materials: C(C)OC(CNC1=NC=CC=C1NC(=O)C=1OC(=CC1)Br)=O (N-[3-[(5-bromo-2-furanylcarbonyl)amino]-2-pyridinyl]glycine ethyl ester). The solvent is C(CO)O (ethylene glycol), C(C)(C)O (isopropyl alcohol). The product is C(C)OC(CN1C(=NC=2C1=NC=CC2)C=2OC(=CC2)Br)=O (2-(5-Bromo-2-furanyl)-3H-imidazo[4,5-b]pyridine-3-acetic acid ethyl ester). Isolated yield 1.1%. RXN SMILES: [CH2:1]([O:3][C:4](=[O:22])[CH2:5][NH:6][C:7]1[C:12]([NH:13][C:14]([C:16]2[O:17][C:18]([Br:21])=[CH:19][CH:20]=2)=O)=[CH:11][CH:10]=[CH:9][N:8]=1)[CH3:2]>C(O)CO.C(O)(C)C>[CH2:1]([O:3][C:4](=[O:22])[CH2:5][N:6]1[C:7]2=[N:8][CH:9]=[CH:10][CH:11]=[C:12]2[N:13]=[C:14]1[C:16]1[O:17][C:18]([Br:21])=[CH:19][CH:20]=1)[CH3:2]. Procedure details: A solution of N-[3-[(5-bromo-2-furanylcarbonyl)amino]-2-pyridinyl]glycine ethyl ester (110 g, 0.30 mole) was refluxed in ethylene glycol (510 ml) for 2 hours. A 20-ml aliquot (0.01 mole) was removed and water was added to the sample. The product was extracted twice into ethyl acetate and the combined organic layer was washed several times with water, dried over magnesium sulfate, charcoaled, filtered, and evaporated under reduced pressure to give 2.5 g of crude title compound (73% yield). The so... The reactants are CO, CCOC(=O)c1[nH]c(C)cc1C, ClC(Cl)Cl, O=C1CCC(=O)N1Cl, [Na+], [OH-]. Product: CCOC(=O)c1[nH]c(C)c(Cl)c1C. As a reaction SMILES: [CH3:27][OH:28].[CH3:9][c:10]1[c:11]([C:16](=[O:17])[O:18][CH2:19][CH3:20])[nH:12][c:13]([CH3:15])[cH:14]1.[CH:23]([Cl:24])([Cl:25])[Cl:26].[Cl:1][N:2]1[C:3](=[O:4])[CH2:5][CH2:6][C:7]1=[O:8].[Na+:22].[OH-:21]>>[Cl:1][c:14]1[c:10]([CH3:9])[c:11]([C:16](=[O:17])[O:18][CH2:19][CH3:20])[nH:12][c:13]1[CH3:15]. The reactants are BrCC(=O)OC(C)(C)C (t-butyl bromoacetate), Cl.NCCCC(=O)OCC (ethyl 4-amino-butyrate hydrochloride). The product is N(CC(=O)OC(C)(C)C)CCCC(=O)OCC (N(CH2CH2CH2COOEt)Gly-O-t-Bu). Isolated yield 55.0%. RXN SMILES: Br[CH2:2][C:3]([O:5][C:6]([CH3:9])([CH3:8])[CH3:7])=[O:4].Cl.[NH2:11][CH2:12][CH2:13][CH2:14][C:15]([O:17][CH2:18][CH3:19])=[O:16]>>[NH:11]([CH2:12][CH2:13][CH2:14][C:15]([O:17][CH2:18][CH3:19])=[O:16])[CH2:2][C:3]([O:5][C:6]([CH3:9])([CH3:8])[CH3:7])=[O:4] |f:1.2|. Procedure: By a method substantially equivalent to that described in Example 2-A; 13.6 g (55%) of N(CH2CH2CH2COOEt)Gly-O-t-Bu were prepared from t-butyl bromoacetate and ethyl 4-amino-butyrate hydrochloride. Starting materials: OBO, Nc1ccc(CC2CCCC2)cc1Br, O=[N+]([O-])c1ccccc1. Product: Nc1ccc(CC2CCCC2)cc1-c1cccc([N+](=O)[O-])c1. As a reaction SMILES: [BH:15]([OH:16])[OH:17].[Br:1][c:2]1[c:3]([NH2:4])[cH:5][cH:6][c:7]([CH2:9][CH:10]2[CH2:11][CH2:12][CH2:13][CH2:14]2)[cH:8]1.[N+:18](=[O:19])([O-:20])[c:21]1[cH:22][cH:23][cH:24][cH:25][cH:26]1>>[c:2]1(-[c:25]2[cH:24][cH:23][cH:22][c:21]([N+:18](=[O:19])[O-:20])[cH:26]2)[c:3]([NH2:4])[cH:5][cH:6][c:7]([CH2:9][CH:10]2[CH2:11][CH2:12][CH2:13][CH2:14]2)[cH:8]1. The reactants are C1(=CC=CC=C1)C(C1CCN(CC1)CCC#N)C1=CC=CC=C1 (3-(4-diphenylmethylpiperidin-1-yl)propionitrile), Cl (HCl), [OH-].[Na+] (NaOH). The solvent is C1CCOC1 (THF). Run at temperature 0 celsius, time 8 hour. Product: NCCCN1CCC(CC1)C(C1=CC=CC=C1)C1=CC=CC=C1 (1-(3-Aminopropyl)-4-diphenylmethylpiperidine). The yield is 86.2%. RXN SMILES: [C:1]1([CH:7]([C:18]2[CH:23]=[CH:22][CH:21]=[CH:20][CH:19]=2)[CH:8]2[CH2:13][CH2:12][N:11]([CH2:14][CH2:15][C:16]#[N:17])[CH2:10][CH2:9]2)[CH:6]=[CH:5][CH:4]=[CH:3][CH:2]=1.Cl.[OH-].[Na+]>C1COCC1>[NH2:17][CH2:16][CH2:15][CH2:14][N:11]1[CH2:12][CH2:13][CH:8]([CH:7]([C:18]2[CH:23]=[CH:22][CH:21]=[CH:20][CH:19]=2)[C:1]2[CH:2]=[CH:3][CH:4]=[CH:5][CH:6]=2)[CH2:9][CH2:10]1 |f:2.3|. Procedure details: Boranetetrahydrofuran complex (1.0 M in THF, 5.5 mL, 5.5 mmol, 3.5 equiv) was added under argon to neat 3-(4-diphenylmethylpiperidin-1-yl)propionitrile (480 mg, 1.58 mmol, 1.00 equiv). The mixture was stirred at reflux for 5 hours and then cooled to 0° C. Aqueous HCl (6 N, 6 mL) was added cautiously, and stirring was continued at room temperature overnight, then at 42° C. for 1.5 hours. The solution was basified to pH 10-11 by addition of 6 N aqueous NaOH and extracted with CH2Cl2 (3×50 mL). The... Procedure: Reaction of 3,4-difluoroaniline with chloral hydrate and hydroxylamine followed cyclization with sulfuric acid, in a manner analogous to Parts A and B of Preparation 3, gave 5,6-difluoroisatin, which was reacted with hydrazine hydrate followed by sodium methoxide in ethanol, in a manner analogous to Preparation 1, to give the title compound, m.p. 187°-190° C. RXN SMILES: [F:1][C:2]1[CH:3]=[C:4]([CH:6]=[CH:7][C:8]=1[F:9])[NH2:5].Cl[C:11](Cl)(Cl)[CH:12]([OH:14])O.NO.S(=O)(=O)(O)[OH:20]>>[F:9][C:8]1[CH:7]=[C:6]2[C:4](=[CH:3][C:2]=1[F:1])[NH:5][C:11](=[O:20])[C:12]2=[O:14]. The product is FC=1C=C2C(C(NC2=CC1F)=O)=O (5,6-difluoroisatin). The reactants are FC=1C=C(N)C=CC1F (3,4-difluoroaniline), ClC(C(O)O)(Cl)Cl (chloral hydrate), NO (hydroxylamine), S(O)(O)(=O)=O (sulfuric acid).